From a dataset of the Open Reaction Database (ORD), a public repository of structured organic reaction records. describe an organic reaction: reactants, conditions, products, and yield The reactants are C(CCC)[SnH2]CCCC (dibutyltin dihydride), C(C)C(C(=O)OC=C)CCCC (vinyl 2-ethylhexanoate). The solvent is C1CCCCC1 (cyclohexane). Conditions: time 30 minute. Yields the product C(C)C(C(=O)OCC[Sn](CCCC)(CCCC)CCOC(C(CCCC)CC)=O)CCCC (bis[2-(2-ethylhexanoyloxy)ethyl]dibutyltin). Reaction SMILES: [CH2:1]([SnH2:5][CH2:6][CH2:7][CH2:8][CH3:9])[CH2:2][CH2:3][CH3:4].[CH2:10]([CH:12]([CH2:18][CH2:19][CH2:20][CH3:21])[C:13]([O:15][CH:16]=[CH2:17])=[O:14])[CH3:11]>C1CCCCC1>[CH2:10]([CH:12]([CH2:18][CH2:19][CH2:20][CH3:21])[C:13]([O:15][CH2:16][CH2:17][Sn:5]([CH2:17][CH2:16][O:15][C:13](=[O:14])[CH:12]([CH2:10][CH3:11])[CH2:18][CH2:19][CH2:20][CH3:21])([CH2:6][CH2:7][CH2:8][CH3:9])[CH2:1][CH2:2][CH2:3][CH3:4])=[O:14])[CH3:11]. Reported procedure: 2.349 g (0.01 mol) of dibutyltin dihydride, 3.405 g (0.02 mol) of distilled vinyl 2-ethylhexanoate and 2.5 g of anhydrous cyclohexane were introduced into a Pyrex® tube. The exposure to ultraviolet rays was for 8 hours 30 min at 30°-35° C. The solvent was removed under vacuum at ambient temperature. Reactants: C1(=CC=CC=C1)S(=O)(=O)NN (benzenesulfonohydrazide), C(C1=CC=CO1)=O (furfural). Run in CO (methanol). Reaction conditions: time 1 hour. The product is O1C(=CC=C1)C=NNS(=O)(=O)C1=CC=CC=C1 (N′-(2-furylmethylene)benzenesulfonohydrazide). RXN SMILES: [C:1]1([S:7]([NH:10][NH2:11])(=[O:9])=[O:8])[CH:6]=[CH:5][CH:4]=[CH:3][CH:2]=1.[CH:12](=O)[C:13]1[O:17][CH:16]=[CH:15][CH:14]=1>CO>[O:17]1[CH:16]=[CH:15][CH:14]=[C:13]1[CH:12]=[N:11][NH:10][S:7]([C:1]1[CH:2]=[CH:3][CH:4]=[CH:5][CH:6]=1)(=[O:8])=[O:9]. Procedure: A four neck flask (1 liter) equipped with a thermometer, a reflux condenser and a stirrer was charged with 86 g (0.5 mol) of benzenesulfonohydrazide and 700 ml of methanol, and 57.6 g (0.6 mol) of furfural was dropwise added thereto in one hour while stirring at room temperature and heated under reflux for about 5 hours. The reaction liquid was cooled down to 20° C. or lower, and then crystal was filtered off and dried under reduced pressure, whereby white crystal was obtained. Reactants: Nc1nc(N)c2ncn(COCCO)c2n1, [NH4+], [NH4+], O=S(=O)([O-])[O-], O. The product is Nc1nc2c(ncn2COCCO)c(=O)[nH]1. As a reaction SMILES: [NH2:1][c:2]1[n:3][c:4]([NH2:16])[c:5]2[n:6][cH:7][n:8]([CH2:11][O:12][CH2:13][CH2:14][OH:15])[c:9]2[n:10]1.[NH4+:18].[NH4+:19].[O-:20][S:21](=[O:22])(=[O:23])[O-:24].[OH2:17]>>[NH2:1][c:2]1[nH:3][c:4](=[O:17])[c:5]2[n:6][cH:7][n:8]([CH2:11][O:12][CH2:13][CH2:14][OH:15])[c:9]2[n:10]1. The reactants are BrC=1C=C(C(=O)O)C=C(C1)C(=O)OC (3-bromo-5-methoxycarbonyl-benzoic acid), O=S(Cl)Cl (SOCl2), N (NH3). The solvent is C1CCOC1 (THF). Product: BrC=1C=C(C(=O)OC)C=C(C1)C(N)=O (Methyl 3-bromo-5-carbamoyl-benzoate). The yield is 94.0%. Reaction SMILES: [Br:1][C:2]1[CH:3]=[C:4]([CH:8]=[C:9]([C:11]([O:13][CH3:14])=[O:12])[CH:10]=1)[C:5](O)=[O:6].O=S(Cl)Cl.[NH3:19]>C1COCC1>[Br:1][C:2]1[CH:10]=[C:9]([CH:8]=[C:4]([C:5](=[O:6])[NH2:19])[CH:3]=1)[C:11]([O:13][CH3:14])=[O:12]. Reported procedure: To 3-bromo-5-methoxycarbonyl-benzoic acid (3 g, 11.6 mmol, 1 eq) was added SOCl2 (20 mL) and the reaction heated at reflux overnight. The excess SOCl2 was removed in vacuo and the residue obtained was dissolved in THF (15 mL) and added dropwise to a solution of NH3 (38% aqueous, 30 mL). The precipitate that formed was collected by filtration, washed with water and dried to give the title compound as a white solid (2.8 g, 94%). The reactants are BrCCBr, O=C([O-])[O-], [K+], [K+], CN(C)C=O, CCCOc1c(O)cc(C2CCC(c3cc(OC)c(OC)c(OC)c3)O2)cc1S(=O)(=O)CC(C)O. Product: CCCOc1c(OCCBr)cc(C2CCC(c3cc(OC)c(OC)c(OC)c3)O2)cc1S(=O)(=O)CC(C)O. As a reaction SMILES: [Br:1][CH2:2][CH2:3][Br:4].[C:40](=[O:41])([O-:42])[O-:43].[K+:44].[K+:45].[O:46]=[CH:47][N:48]([CH3:49])[CH3:50].[OH:5][CH:6]([CH2:7][S:8](=[O:9])(=[O:10])[c:11]1[cH:12][c:13]([CH:22]2[O:23][CH:24]([c:27]3[cH:28][c:29]([O:37][CH3:38])[c:30]([O:35][CH3:36])[c:31]([O:33][CH3:34])[cH:32]3)[CH2:25][CH2:26]2)[cH:14][c:15]([OH:21])[c:16]1[O:17][CH2:18][CH2:19][CH3:20])[CH3:39]>>[Br:1][CH2:2][CH2:3][O:21][c:15]1[cH:14][c:13]([CH:22]2[O:23][CH:24]([c:27]3[cH:28][c:29]([O:37][CH3:38])[c:30]([O:35][CH3:36])[c:31]([O:33][CH3:34])[cH:32]3)[CH2:25][CH2:26]2)[cH:12][c:11]([S:8]([CH2:7][CH:6]([OH:5])[CH3:39])(=[O:9])=[O:10])[c:16]1[O:17][CH2:18][CH2:19][CH3:20].